This data is from the Open Reaction Database (ORD), a public repository of structured organic reaction records. The task is: describe an organic reaction: reactants, conditions, products, and yield The solvent is C(C)(=O)O (acetic acid). Yield: 40.0%. Procedure details: A mixture of 4-hydroxybenzaldehyde (1.0 g, 0.0082 mol), malonic acid (1.69 g, 0.0163 mol), triethylamine(2–4 mL) and acetic acid (10–15 mL) were taken in a 100 ml Erlenmeyer flask fitted with a loose funnel at the top. The flask was shaken well and placed inside the microwave oven and irradiated for 2–8 minutes in parts. The cooled mixture was poured into ice cold water and extracted with ethyl acetate. The organic layer was washed with sodium bicarbonate, dil HCl., saturated sodium chloride and... As a reaction SMILES: [OH:1][C:2]1[CH:9]=[CH:8][C:5]([CH:6]=O)=[CH:4][CH:3]=1.[C:10](O)(=O)CC(O)=O>C(O)(=O)C>[CH:6]([C:5]1[CH:8]=[CH:9][C:2]([OH:1])=[CH:3][CH:4]=1)=[CH2:10]. Reactants: cis-CH═CH2, OC1=CC=C(C=O)C=C1 (4-hydroxybenzaldehyde), C(CC(=O)O)(=O)O (malonic acid), triethylamine(2–4 mL), trans-CH═CH2. Product: C(=C)C1=CC=C(C=C1)O (4-vinylphenol). Reactants: C(C)(C)C1=C(C=CC=C1)C1=C(C2=C(S1)C=C(C=C2)OC)OC2=CC=C(C=C2)/C=C/C(=O)OC ((E)-methyl 3-(4-((2-(2-isopropylphenyl)-6-methoxybenzo[b]thiophen-3-yl)oxy)phenyl)acrylate), B(Br)(Br)Br (BBr3). Run in C(Cl)Cl (DCM). Product: OC=1C=CC2=C(SC(=C2OC2=CC=C(C=C2)/C=C/C(=O)OC)C2=C(C=CC=C2)C(C)C)C1 ((E)-methyl 3-(4-((6-hydroxy-2-(2-isopropylphenyl)benzo[b]thiophen-3-yl)oxy)phenyl)acrylate). Yield: 89.2%. Reaction SMILES: [CH:1]([C:4]1[CH:9]=[CH:8][CH:7]=[CH:6][C:5]=1[C:10]1[S:14][C:13]2[CH:15]=[C:16]([O:19]C)[CH:17]=[CH:18][C:12]=2[C:11]=1[O:21][C:22]1[CH:27]=[CH:26][C:25](/[CH:28]=[CH:29]/[C:30]([O:32][CH3:33])=[O:31])=[CH:24][CH:23]=1)([CH3:3])[CH3:2].B(Br)(Br)Br>C(Cl)Cl>[OH:19][C:16]1[CH:17]=[CH:18][C:12]2[C:11]([O:21][C:22]3[CH:23]=[CH:24][C:25](/[CH:28]=[CH:29]/[C:30]([O:32][CH3:33])=[O:31])=[CH:26][CH:27]=3)=[C:10]([C:5]3[CH:6]=[CH:7][CH:8]=[CH:9][C:4]=3[CH:1]([CH3:2])[CH3:3])[S:14][C:13]=2[CH:15]=1. Procedure details: To a solution of (E)-methyl 3-(4-((2-(2-isopropylphenyl)-6-methoxybenzo[b]thiophen-3-yl)oxy)phenyl)acrylate (30 mg, 0.065 mmol) in DCM (1.5 mL) at 0° C. was added BBr3 (1.0 M in heptane, 0.196 mL, 0.196 mmol) dropwise. After 1 h at 0° C. the reaction was quenched with sat. aq. NaHCO3 and extracted with EtOAc, the combined organic layers were passed through a phase separator and concentrated in vacuo to afford the crude product which was purified by column chromatography (SiO2, 0-30% EtOAc/heptan... Reported procedure: To a degassed solution of 4-bromo-2-methyl-N-(2-morpholin-4-yl-ethyl)benzene-sulfonamide (939 mg, 2.58 mmol), benzophenone hydrazone (558 mg, 2.84 mmol, 1.1 eq), and 9,9-dimethyl-4,5-bis(diphenylphosphino)xanthene (75 mg, 0.13 mmol, 0.05 eq) in anhydrous toluene (13 mL, 0.2M) was added sodium tert-butoxide (596 mg, 6.20 mmol, 2.4 eq) followed by palladium(II) acetate (29 mg, 0.13 mmol, 0.05 eq), and the reaction mixture was stirred at 85° C. under nitrogen for 17 h. The reaction mixture was cool... Reactants: BrC1=CC(=C(C=C1)S(=O)(=O)NCCN1CCOCC1)C (4-bromo-2-methyl-N-(2-morpholin-4-yl-ethyl)benzene-sulfonamide), C(C1=CC=CC=C1)(C1=CC=CC=C1)=NN (benzophenone hydrazone), CC(C)([O-])C.[Na+] (sodium tert-butoxide). The reagents and catalysts are C(C)(=O)[O-].[Pd+2].C(C)(=O)[O-] (palladium(II) acetate), CC1(C2=CC=CC(=C2OC=2C(=CC=CC12)P(C1=CC=CC=C1)C1=CC=CC=C1)P(C1=CC=CC=C1)C1=CC=CC=C1)C (9,9-dimethyl-4,5-bis(diphenylphosphino)xanthene). Run in C1(=CC=CC=C1)C (toluene). The product is C(C1=CC=CC=C1)(C1=CC=CC=C1)=NNC1=CC(=C(C=C1)S(=O)(=O)NCCN1CCOCC1)C (4-(N′-benzhydrylidene-hydrazino)-2-methyl-N-(2-morpholin-4-yl-ethyl)-benzene sulfonamide). As a reaction SMILES: Br[C:2]1[CH:7]=[CH:6][C:5]([S:8]([NH:11][CH2:12][CH2:13][N:14]2[CH2:19][CH2:18][O:17][CH2:16][CH2:15]2)(=[O:10])=[O:9])=[C:4]([CH3:20])[CH:3]=1.[C:21](=[N:34][NH2:35])([C:28]1[CH:33]=[CH:32][CH:31]=[CH:30][CH:29]=1)[C:22]1[CH:27]=[CH:26][CH:25]=[CH:24][CH:23]=1.CC(C)([O-])C.[Na+]>C1(C)C=CC=CC=1.C([O-])(=O)C.[Pd+2].C([O-])(=O)C.CC1(C)C2C=CC=C(P(C3C=CC=CC=3)C3C=CC=CC=3)C=2OC2C1=CC=CC=2P(C1C=CC=CC=1)C1C=CC=CC=1>[C:21](=[N:34][NH:35][C:2]1[CH:7]=[CH:6][C:5]([S:8]([NH:11][CH2:12][CH2:13][N:14]2[CH2:19][CH2:18][O:17][CH2:16][CH2:15]2)(=[O:10])=[O:9])=[C:4]([CH3:20])[CH:3]=1)([C:28]1[CH:29]=[CH:30][CH:31]=[CH:32][CH:33]=1)[C:22]1[CH:27]=[CH:26][CH:25]=[CH:24][CH:23]=1 |f:2.3,5.6.7|. The yield is 81.0%. Conditions: temperature 85 celsius, time 17 hour. The reactants are O=C[C@H](O)[C@@H](O)[C@@H](O)[C@H](O)CO (D-galactose), C(CCCCCCCCCCCCC)N (tetradecylamine), C1([C@H](O)[C@@H](O)[C@@H](O)[C@H](O1)CO)N (galactosylamine), C(CCCCCCC\C=C/CCCCCCCC)(=O)Cl (oleoyl chloride). Yields the product C(CCCCCCCCCCCCC)NC1[C@H](O)[C@@H](O)[C@@H](O)[C@H](O1)CO (N-Tetradecyl-N-(D-galactopyranosyl)-amine). RXN SMILES: O=[CH:2][C@@H:3]([C@H:5]([C@H:7]([C@@H:9]([CH2:11][OH:12])[OH:10])[OH:8])[OH:6])[OH:4].[CH2:13]([NH2:27])[CH2:14][CH2:15][CH2:16][CH2:17][CH2:18][CH2:19][CH2:20][CH2:21][CH2:22][CH2:23][CH2:24][CH2:25][CH3:26].C1(N)O[C@H](CO)[C@H](O)[C@H](O)[C@H]1O.C(Cl)(=O)CCCCCCC/C=C\CCCCCCCC>>[CH2:13]([NH:27][CH:2]1[O:10][C@H:9]([CH2:11][OH:12])[C@H:7]([OH:8])[C@H:5]([OH:6])[C@H:3]1[OH:4])[CH2:14][CH2:15][CH2:16][CH2:17][CH2:18][CH2:19][CH2:20][CH2:21][CH2:22][CH2:23][CH2:24][CH2:25][CH3:26]. Reported procedure: N-Tetradecyl-N-(D-galactopyranosyl)-amine was prepared from 30 g of D-galactose and 53 g of tetradecylamine as described in Example 45. The galactosylamine was reacted with oleoyl chloride by the method described in Example 11.